From a dataset of the Open Reaction Database (ORD), a public repository of structured organic reaction records. describe an organic reaction: reactants, conditions, products, and yield Reactants: O=C(OC1CCN(Cc2ccccc2)C1)c1ccccc1, CO, CC(Cl)OC(=O)Cl, ClCCl. Product: O=C(OC1CCNC1)c1ccccc1. As a reaction SMILES: [CH2:1]([c:2]1[cH:3][cH:4][cH:5][cH:6][cH:7]1)[N:8]1[CH2:9][CH:10]([O:13][C:14]([c:15]2[cH:16][cH:17][cH:18][cH:19][cH:20]2)=[O:21])[CH2:11][CH2:12]1.[CH3:32][OH:33].[Cl:22][C:23]([O:24][CH:25]([Cl:26])[CH3:27])=[O:28].[Cl:29][CH2:30][Cl:31]>>[NH:8]1[CH2:9][CH:10]([O:13][C:14]([c:15]2[cH:16][cH:17][cH:18][cH:19][cH:20]2)=[O:21])[CH2:11][CH2:12]1. Starting materials: [BH4-].[Na+] (sodium borohydride), [OH-].[Na+] (sodium hydroxide), O1C=C(C=C1)CCN (2-(3-furyl)ethylamine), C(C1=CC=CC=C1)=O (benzaldehyde), ice water. The solvent is CO (methanol). Conditions: time 1 hour. Product: C(C1=CC=CC=C1)NCCC1=COC=C1 (N-benzyl-2-(3-furyl)ethylamine). RXN SMILES: [O:1]1[CH:5]=[CH:4][C:3]([CH2:6][CH2:7][NH2:8])=[CH:2]1.[CH:9](=O)[C:10]1[CH:15]=[CH:14][CH:13]=[CH:12][CH:11]=1.[BH4-].[Na+].[OH-].[Na+]>CO>[CH2:9]([NH:8][CH2:7][CH2:6][C:3]1[CH:4]=[CH:5][O:1][CH:2]=1)[C:10]1[CH:15]=[CH:14][CH:13]=[CH:12][CH:11]=1 |f:2.3,4.5|. Reported procedure: A solution of the above crude 2-(3-furyl)ethylamine and 4.24 g (39.9 mmol) of benzaldehyde in 50 ml of methanol was stirred at room temperature for 0.5 hours. The reaction mixture was cooled with ice-water; 1.89 g (49.9 mmol) of sodium borohydride was added portionwise followed by stirring at room temperature for 1 hour. The reaction mixture was poured into aqueous sodium hydroxide and extracted with dichloromethane 3 times. The combined organic layer was dried over anhydrous magnesium sulfate; ... Reactants: CC#N, ClC(Cl)(Cl)Cl, ClCCl, CC(C)(C)OC(=O)N1CCc2ncc(C(F)(F)F)cc2C1, [O-][I+3]([O-])([O-])[O-], [Na+], O, O, Cl[Ru](Cl)Cl. Product: CC(C)(C)OC(=O)N1CCc2ncc(C(F)(F)F)cc2C1=O. Reaction SMILES: [CH3:33][C:34]#[N:35].[Cl:28][C:29]([Cl:30])([Cl:31])[Cl:32].[Cl:37][CH2:38][Cl:39].[F:1][C:2]([c:3]1[cH:4][n:5][c:6]2[c:11]([cH:12]1)[CH2:10][N:9]([C:13](=[O:14])[O:15][C:16]([CH3:17])([CH3:18])[CH3:19])[CH2:8][CH2:7]2)([F:20])[F:21].[I+3:22]([O-:23])([O-:24])([O-:25])[O-:26].[Na+:27].[OH2:36].[OH2:40].[Ru:41]([Cl:42])([Cl:43])[Cl:44]>>[F:1][C:2]([c:3]1[cH:4][n:5][c:6]2[c:11]([cH:12]1)[C:10](=[O:23])[N:9]([C:13](=[O:14])[O:15][C:16]([CH3:17])([CH3:18])[CH3:19])[CH2:8][CH2:7]2)([F:20])[F:21]. Reactants: [N+](=O)([O-])C1=C(C#N)C(=CC=C1)[N+](=O)[O-] (2,6-dinitro-benzonitrile), S(O)(O)(=O)=O (sulphuric acid), [OH-].[Na+] (sodium hydroxide). Run in O1CCCC1 (tetrahydrofuran). Reaction conditions: temperature 80 celsius, time 2 hour. The product is NC1=C(C(=O)N)C(=CC=C1)N (2,6-diaminobenzamide). As a reaction SMILES: [N+:1]([C:4]1[CH:11]=[CH:10][CH:9]=[C:8]([N+:12]([O-])=O)[C:5]=1[C:6]#[N:7])([O-])=O.S(=O)(=O)(O)[OH:16].[OH-].[Na+]>O1CCCC1>[NH2:1][C:4]1[CH:11]=[CH:10][CH:9]=[C:8]([NH2:12])[C:5]=1[C:6]([NH2:7])=[O:16] |f:2.3|. Procedure details: 5 g (25.373 mmol) 2,6-dinitro-benzonitrile is combined with 20 ml of an aqueous 80% sulphuric acid and stirred for 2 h at 80° C. The reaction mixture is combined with 100 ml of tetrahydrofuran and neutralised with 10% aqueous sodium hydroxide solution. The organic phase is separated off, combined with another 100 ml of tetrahydrofuran and 200 mg palladium on charcoal and stirred for 20 h at 8 bar H2 pressure and 25° C. The solids are filtered off. The filtrate is combined with 300 ml of ethyl ac... The reactants are Cl.C(C)(S)=N (thioacetimidate hydrochloride), NC=1C=CC(=C(C1)NC=1SC(C(N1)=O)=CC=1C=C2C=CC=NC2=CC1)Cl (2-(5-amino-2-chloro-phenylamino)-5-quinolin-6-ylmethylene-thiazol-4-one), CO (methanol). Run in CN(C)C=O (DMF). Product: Cl.ClC1=C(C=C(C=C1)NC(C)=N)NC=1SC(C(N1)=O)=CC=1C=C2C=CC=NC2=CC1 (N-[4-Chloro-3-(4-oxo-5-quinolin-6-ylmethylene-4,5-dihydro-thiazol-2-ylamino)-phenyl]-acetamidine hydrochloride). RXN SMILES: [NH2:1][C:2]1[CH:3]=[CH:4][C:5]([Cl:26])=[C:6]([NH:8][C:9]2[S:10][C:11](=[CH:15][C:16]3[CH:17]=[C:18]4[C:23](=[CH:24][CH:25]=3)[N:22]=[CH:21][CH:20]=[CH:19]4)[C:12](=[O:14])[N:13]=2)[CH:7]=1.Cl.[C:28](=[NH:31])(S)[CH3:29].CO>CN(C=O)C>[ClH:26].[Cl:26][C:5]1[CH:4]=[CH:3][C:2]([NH:1][C:28](=[NH:31])[CH3:29])=[CH:7][C:6]=1[NH:8][C:9]1[S:10][C:11](=[CH:15][C:16]2[CH:17]=[C:18]3[C:23](=[CH:24][CH:25]=2)[N:22]=[CH:21][CH:20]=[CH:19]3)[C:12](=[O:14])[N:13]=1 |f:1.2,5.6|. Procedure details: To a stirred, cooled (0 deg.) solution of 2-(5-amino-2-chloro-phenylamino)-5-quinolin-6-ylmethylene-thiazol-4-one (39.7 mg, 0.1 mmol) in DMF (1 ml) was added thioacetimidate hydrochloride 9 (28 mg, 0.11 mmol). The mixture was warmed to room temperature and stirred for over night. DMF was removed by nitrogen gas blowing and resulting oil was dissolved with methanol. Insoluble solid was collected by filtration and washed with methanol, followed by desiccation in vacuo to afford the title (14 mg, 0... Reactants: BrC=1C=C2C=CC=C(C2=CC1)C(=O)OCC (ethyl 6-bromo-naphthalenecarboxylate), tetrakis-triphenylphosphine palladium, C([O-])([O-])=O.[Na+].[Na+] (sodium carbonate), C1(=CC=CC=C1)C (toluene), CC1(C=2C=CC(=CC2C(CC1)O[Si](C)(C)C(C)(C)C)B(O)O)C ((5,6,7,8-tetrahydro-5,5-dimethyl-8-(t-butyldimethylsilyloxy)naphth-2-yl)boronic acid). Run in CO (MeOH). Conditions: temperature 90 celsius. Product: C(C)OC(=O)C1=CC2=CC=C(C=C2C=C1)C1CC(C=2C=CC=CC2C1O[Si](C)(C)C(C)(C)C)(C)C (Ethyl-6-[5,6,7,8-tetrahydro-5,5-dimethyl-8-(t-butyldimethylsilyloxy)-naphth-7-yl]naphth-2-oate). Reaction SMILES: Br[C:2]1[CH:3]=[C:4]2[C:9](=[CH:10][CH:11]=1)[C:8](C(OCC)=O)=[CH:7][CH:6]=[CH:5]2.[C:17](=[O:20])([O-])[O-:18].[Na+].[Na+].[CH3:23][C:24]1([CH3:45])[CH2:33][CH2:32][CH:31]([O:34][Si:35]([C:38]([CH3:41])([CH3:40])[CH3:39])([CH3:37])[CH3:36])[C:30]2[CH:29]=[C:28](B(O)O)[CH:27]=[CH:26][C:25]1=2.[C:46]1(C)C=CC=C[CH:47]=1>CO>[CH2:46]([O:18][C:17]([C:7]1[CH:6]=[CH:5][C:4]2[C:9](=[CH:10][CH:11]=[C:2]([CH:32]3[CH:31]([O:34][Si:35]([C:38]([CH3:39])([CH3:40])[CH3:41])([CH3:37])[CH3:36])[C:30]4[CH:29]=[CH:28][CH:27]=[CH:26][C:25]=4[C:24]([CH3:23])([CH3:45])[CH2:33]3)[CH:3]=2)[CH:8]=1)=[O:20])[CH3:47] |f:1.2.3|. Procedure details: To a degassed solution of 722 mg (2.6 mmol) of ethyl 6-bromo-naphthalenecarboxylate in 6.0 mL of toluene, was added sequentially 90 mg (0.08 mmol) of tetrakis-triphenylphosphine palladium (O), 5.0 mL (10.0 mmol) of 2M sodium carbonate, and a solution of 1.018 g (3.1 mmol) of (5,6,7,8-tetrahydro-5,5-dimethyl-8-(t-butyldimethylsilyloxy)naphth-2-yl)boronic acid (Compound B14) in 3.0 mL of MeOH. The reaction was heated at 90° C. for 15 h. The reaction was diluted with 2N Na2 CO3, and extracted with ... Starting materials: ClC=1C=C2C(=CN(C2=CC1)C1=CC=C(C=C1)F)C1CCN(CC1)CCN1C(NCC1)=O (5-Chloro-1-(4'-fluorophenyl)-3-(1-(2-imidazolidinon-1-ylethyl)-4-piperidyl)-1H-indole), C(\C=C/C(=O)[O-])(=O)[O-] (maleate). Yields the product FC1=CC=C(C=C1)N1C=C(C2=CC=CC=C12)C1CCN(CC1)CCN1C(NCC1)=O (1-(4'-Fluorophenyl)-3-(1-(2--imidazolidinon-1-ylethyl)-4-piperidyl)-1H-indole). Reaction SMILES: Cl[C:2]1[CH:3]=[C:4]2[C:8](=[CH:9][CH:10]=1)[N:7]([C:11]1[CH:16]=[CH:15][C:14]([F:17])=[CH:13][CH:12]=1)[CH:6]=[C:5]2[CH:18]1[CH2:23][CH2:22][N:21]([CH2:24][CH2:25][N:26]2[CH2:30][CH2:29][NH:28][C:27]2=[O:31])[CH2:20][CH2:19]1.C([O-])(=O)/C=C\C([O-])=O>>[F:17][C:14]1[CH:15]=[CH:16][C:11]([N:7]2[C:8]3[C:4](=[CH:3][CH:2]=[CH:10][CH:9]=3)[C:5]([CH:18]3[CH2:23][CH2:22][N:21]([CH2:24][CH2:25][N:26]4[CH2:30][CH2:29][NH:28][C:27]4=[O:31])[CH2:20][CH2:19]3)=[CH:6]2)=[CH:12][CH:13]=1. Reported procedure: 5-Chloro-1-(4'-fluorophenyl)-3-(1-(2-imidazolidinon-1-ylethyl)-4-piperidyl)-1H-indole, maleate. (Lu 23-174). M.p. 155°-160° C. Starting materials: CC1=C(C=CC(=N1)S(=O)(=O)C)N, CC1=C(N=CN=C1Cl)OC2CCN(CC2)C(=O)OC(C)C. Reagents/catalysts: CC(C)(C)[O-].[Na+], CC(C)CN1CCN2CCN(P1N(CC2)CC(C)C)CC(C)C, CC(=O)O.CC(=O)O.[Pd]. Run in C1COCCO1. Reaction conditions: temperature 90 celsius. Yields the product CC1=C(N=CN=C1OC2CCN(CC2)C(=O)OC(C)C)NC3=C(N=C(C=C3)S(=O)(=O)C)C. Yield: 54.1%. Procedure details: Sodium tert-butoxide (9.83 mL, 80.31 mmol) was added portionwise to isopropyl 4-(6-chloro-5-methylpyrimidin-4-yloxy)piperidine-1-carboxylate (10.50 g, 33.46 mmol) and 2-methyl-6-(methylsulfonyl)pyridin-3-amine (5.92 g, 31.79 mmol) in dioxane (160 mL) at 18ºC over a period of 1 minute under nitrogen. The reaction was degassed with vacuum / nitrogen (6 times) and 2,8,9-Triisobutyl-2,5,8,9-tetraaza-1-phosphabicyclo{3.3.3}undecane (0.238 mL, 0.67 mmol) and Palladium(II) acetate (0.075 g, 0.33 mmol) ... Starting materials: [OH-].[Na+] (NaOH), O=C[C@H](O)[C@@H](O)[C@H](O)CO (xylose). Reaction conditions: time 15 minute. Product: C([C@H](O)[C@@H](O)[C@H](O)CO)O (xylitol). Reaction SMILES: [OH-].[Na+].[O:3]=[CH:4][C@@H:5]([C@H:7]([C@@H:9]([CH2:11][OH:12])[OH:10])[OH:8])[OH:6]>>[CH2:4]([OH:3])[C@@H:5]([C@H:7]([C@@H:9]([CH2:11][OH:12])[OH:10])[OH:8])[OH:6] |f:0.1|. Reported procedure: The fermentation medium is a pineapple peel hydrolysate pretreated by dilute acid. For pretreatment, the concentration of the dilute acid is 2%, the operation temperature is 130° C., and the reaction time is 15 min at this temperature. In this case, NaOH is added to adjust the pH value of the hydrolysate to be 6.0, the fermentation temperature is controlled at 30° C., the agitation of the incubator is maintained at 100 rpm, and the ratio of the inocula size of the culture and the volume of the f... Reactants: FC1=CC=CC=2C3=C(N(C12)C)CCN(C3=O)CC=3N=CNC3C (6-fluoro-2,3,4,5-tetrahydro-5-methyl-2-[(5-methyl-1H-imidazol-4-yl) methyl]-1H-pyrido[4,3-b]indol-1-one), Cl (hydrogen chloride). The solvent is CO (methanol). The product is Cl.FC1=CC=CC=2C3=C(N(C12)C)CCN(C3=O)CC=3N=CNC3C (6-Fluoro-2,3,4,5-tetrahydro-5-methyl-2-[(5-methyl-1H-imidazol-4-yl)methyl) -1H-pyrido[4,3-b]indol-1-one hydrochloride). Reaction SMILES: [F:1][C:2]1[C:10]2[N:9]([CH3:11])[C:8]3[CH2:12][CH2:13][N:14]([CH2:17][C:18]4[N:19]=[CH:20][NH:21][C:22]=4[CH3:23])[C:15](=[O:16])[C:7]=3[C:6]=2[CH:5]=[CH:4][CH:3]=1.[ClH:24]>CO>[ClH:24].[F:1][C:2]1[C:10]2[N:9]([CH3:11])[C:8]3[CH2:12][CH2:13][N:14]([CH2:17][C:18]4[N:19]=[CH:20][NH:21][C:22]=4[CH3:23])[C:15](=[O:16])[C:7]=3[C:6]=2[CH:5]=[CH:4][CH:3]=1 |f:3.4|. Procedure: A solution of 6-fluoro-2,3,4,5-tetrahydro-5-methyl-2-[(5-methyl-1H-imidazol-4-yl) methyl]-1H-pyrido[4,3-b]indol-1-one (260 mg) in methanol (10 ml) was treated with ethereal hydrogen chloride and the mixture was then concentrated in vacuo. The residue was triturated with ether (15 ml) to give the title compound (230 mg) as a solid, m.p. 275°-278°.